This data is from the Open Reaction Database (ORD), a public repository of structured organic reaction records. The task is: describe an organic reaction: reactants, conditions, products, and yield The reactants are CC(C)(C)COc1cc2c(cn1)Oc1ccc(Br)cc1C21COCC(N)=N1, OB(O)c1cccnc1F, [K+], [K+], [K+], O=P([O-])([O-])[O-]. The product is CC(C)(C)COc1cc2c(cn1)Oc1ccc(-c3cccnc3F)cc1C21COCC(N)=N1. Reaction SMILES: [Br:1][c:2]1[cH:3][c:4]2[c:19]([cH:20][cH:21]1)[O:18][c:7]1[c:6]([cH:11][c:10]([O:12][CH2:13][C:14]([CH3:15])([CH3:16])[CH3:17])[n:9][cH:8]1)[C:5]21[CH2:22][O:23][CH2:24][C:25]([NH2:27])=[N:26]1.[F:28][c:29]1[n:30][cH:31][cH:32][cH:33][c:34]1[B:35]([OH:36])[OH:37].[K+:43].[K+:44].[K+:45].[P:38]([O-:39])([O-:40])([O-:41])=[O:42]>>[c:2]1(-[c:34]2[c:29]([F:28])[n:30][cH:31][cH:32][cH:33]2)[cH:3][c:4]2[c:19]([cH:20][cH:21]1)[O:18][c:7]1[c:6]([cH:11][c:10]([O:12][CH2:13][C:14]([CH3:15])([CH3:16])[CH3:17])[n:9][cH:8]1)[C:5]21[CH2:22][O:23][CH2:24][C:25]([NH2:27])=[N:26]1.